Dataset: the Open Reaction Database (ORD), a public repository of structured organic reaction records. Task: describe an organic reaction: reactants, conditions, products, and yield Starting materials: N1(CCCCC1)CCOC1=CC=C(C#N)C=C1 (4-(2-piperidin-1-ylethoxy)benzonitrile), FC(S(=O)(=O)OC1=C(C=CC=C1)CC1CC2=CC=C(C=C2CC1)OC)(F)F (2-(6-methoxy-1,2,3,4-tetrahydronaphthalen-2-ylmethyl)phenyl trifluoromethanesulfonate), [H-].[Al+3].[Li+].[H-].[H-].[H-] (lithium aluminum hydride), N1(CCCCC1)CCOC1=CC=C(CN)C=C1 (4-(2-piperidin-1-ylethoxy)benzylamine). Product: COC=1C=C2CCC(CC2=CC1)CC1=C(C=CC=C1)NCC1=CC=C(C=C1)OCCN1CCCCC1 ([2-(6-methoxy-1,2,3,4-tetrahydronaphthalen-2-ylmethyl)phenyl][4-(2-piperidin-1-ylethoxy)benzyl]amine). Reaction SMILES: [N:1]1([CH2:7][CH2:8][O:9][C:10]2[CH:17]=[CH:16][C:13]([C:14]#[N:15])=[CH:12][CH:11]=2)[CH2:6][CH2:5][CH2:4][CH2:3][CH2:2]1.[H-].[Al+3].[Li+].[H-].[H-].[H-].N1(CCOC2C=CC(CN)=CC=2)CCCCC1.FC(F)(F)S(O[C:47]1[CH:52]=[CH:51][CH:50]=[CH:49][C:48]=1[CH2:53][CH:54]1[CH2:63][CH2:62][C:61]2[C:56](=[CH:57][CH:58]=[C:59]([O:64][CH3:65])[CH:60]=2)[CH2:55]1)(=O)=O>>[CH3:65][O:64][C:59]1[CH:60]=[C:61]2[C:56](=[CH:57][CH:58]=1)[CH2:55][CH:54]([CH2:53][C:48]1[CH:49]=[CH:50][CH:51]=[CH:52][C:47]=1[NH:15][CH2:14][C:13]1[CH:12]=[CH:11][C:10]([O:9][CH2:8][CH2:7][N:1]3[CH2:6][CH2:5][CH2:4][CH2:3][CH2:2]3)=[CH:17][CH:16]=1)[CH2:63][CH2:62]2 |f:1.2.3.4.5.6|. Reported procedure: Obtained by reducing 4-(2-piperidin-1-ylethoxy)benzonitrile with lithium aluminum hydride, 4-(2-piperidin-1-ylethoxy)benzylamine (1.3 g) and 2-(6-methoxy-1,2,3,4-tetrahydronaphthalen-2-ylmethyl)phenyl trifluoromethanesulfonate (1.4 g) were used according to an analogous synthetic method to Example 116 to provide [2-(6-methoxy-1,2,3,4-tetrahydronaphthalen-2-ylmethyl)phenyl][4-(2-piperidin-1-ylethoxy)benzyl]amine (1.2 g). A portion thereof (200 mg) was used according to an analogous synthetic meth... Reactants: ClC(=O)OC(Cl)(Cl)Cl (trichloromethyl chloroformate), ON=C(C#N)C1=CC=CC=C1 (2-hydroxyimino-2-phenylacetonitrile), CN(C1=CC=CC=C1)C (dimethylaniline), C(C)(C)(C)O (tert-butyl alcohol), 2-chlorocrabonyloxyimino-2-phenylacetonitrile. The solvent is O (Water), C1=CC=CC=C1 (benzene), C1=CC=CC=C1 (benzene), O1CCOCC1 (dioxane), C1=CC=CC=C1 (benzene), N1=CC=CC=C1 (pyridine). Conditions: time 3 hour. The product is C(C)(C)(C)OC(=O)ON=C(C#N)C1=CC=CC=C1 (2-tert-butoxycarbonyloxyimino-2-phenylacetonitrile). Isolated yield 69.4%. RXN SMILES: [OH:1][N:2]=[C:3]([C:6]1[CH:11]=[CH:10][CH:9]=[CH:8][CH:7]=1)[C:4]#[N:5].CN(C)C1C=CC=CC=1.Cl[C:22](OC(Cl)(Cl)Cl)=[O:23].[C:29]([OH:33])([CH3:32])([CH3:31])[CH3:30]>C1C=CC=CC=1.O1CCOCC1.O.N1C=CC=CC=1>[C:29]([O:33][C:22]([O:1][N:2]=[C:3]([C:6]1[CH:11]=[CH:10][CH:9]=[CH:8][CH:7]=1)[C:4]#[N:5])=[O:23])([CH3:32])([CH3:31])[CH3:30]. Procedure: A solution of 2-hydroxyimino-2-phenylacetonitrile (14.6 g) and dimethylaniline (13.2 g.) in a mixture of benzene (80 ml.) and dioxane (8 ml.) was added to a solution of trichloromethyl chloroformate (phosgene dimer) (11 g.) in benzene (50 ml.) under ice-cooling. The mixture was stirred for 3 hours at the same temperature and allowed to stand overnight. A solution of tert-butyl alcohol (14.8 g.) and pyridine (16.0 ml.) in benzene (20 ml.) was added dropwise, under ice-cooling, to the mixture cont...